This data is from the Open Reaction Database (ORD), a public repository of structured organic reaction records. The task is: describe an organic reaction: reactants, conditions, products, and yield Reactants: C(C1=CC=CC=C1)(=O)NC=1C2=C(N=CN1)N(N=N2)C2C(C(C(O2)C=CP(O)(O)=O)O)O ({2-[5-(7-Benzoylamino-[1,2,3]triazolo[4,5-d]pyrimidin-3-yl)-3,4-dihydroxy-tetrahydro-furan-2-yl]-vinyl}-phosphonic acid). Solvent: [NH4+].[OH-] (NH4OH). Reaction conditions: time 8 hour. Product: NC=1C2=C(N=CN1)N(N=N2)C2C(C(C(O2)CCP(O)(O)=O)O)O ({2-[5-(7-Amino-[1,2,3]triazolo[4,5-d]pyrimidin-3-yl)-3,4-dihydroxy-tetrahydro-furan-2-yl]-ethyl}-phosphonic acid). Yield: 89.3%. Reaction SMILES: C([NH:9][C:10]1[C:11]2[N:18]=[N:17][N:16]([CH:19]3[O:23][CH:22]([CH:24]=[CH:25][P:26](=[O:29])([OH:28])[OH:27])[CH:21]([OH:30])[CH:20]3[OH:31])[C:12]=2[N:13]=[CH:14][N:15]=1)(=O)C1C=CC=CC=1>[NH4+].[OH-]>[NH2:9][C:10]1[C:11]2[N:18]=[N:17][N:16]([CH:19]3[O:23][CH:22]([CH2:24][CH2:25][P:26](=[O:27])([OH:28])[OH:29])[CH:21]([OH:30])[CH:20]3[OH:31])[C:12]=2[N:13]=[CH:14][N:15]=1 |f:1.2|. Procedure details: Compound 6.6 (50 mg, 0.11 mmol) was dissolved in 15 mL NH4OH and stirred under N2 for overnight. The mixture was concentrated under reduced pressure. The residue was subjected to reverse phase HPLC eluting with 0-25% CH3CN in water to yield product 6.7 (34 mg, 89% yield). 1HNMR (300 MHz, D2O) δ 4.47-4.51 (m, 1H), 4.59-4.61 (m, 1H), 4.96-4.99 (m, 1H), 5.85 (t, 1H, J=17.1), 6.22-6.37 (m, 2H), 8.20 (s, 1H). 31P NMR: 10.98 ppm. LRMS (ESI) MH+ C10H13N6O6P requires 345.1. Found 345.8. Reactants: [H-].[Na+] (sodium hydride), O=C1N(C=CC(=C1)OC1CCN(CC1)C1=NC=C(C=N1)CCC)C1=CC=C(C=C1)NC(C(C)(C)C)=O (N-(4-(2-oxo-4-(1-(5-propylpyrimidin-2-yl)piperidin-4-yloxy)pyridin-1(2H)-yl)phenyl)pivalamide), CI (Methyl iodide). RXN SMILES: [H-].[Na+].[O:3]=[C:4]1[CH:9]=[C:8]([O:10][CH:11]2[CH2:16][CH2:15][N:14]([C:17]3[N:22]=[CH:21][C:20]([CH2:23][CH2:24][CH3:25])=[CH:19][N:18]=3)[CH2:13][CH2:12]2)[CH:7]=[CH:6][N:5]1[C:26]1[CH:31]=[CH:30][C:29]([NH:32][C:33](=[O:38])[C:34]([CH3:37])([CH3:36])[CH3:35])=[CH:28][CH:27]=1.[CH3:39]I>CN(C=O)C>[CH3:39][N:32]([C:29]1[CH:28]=[CH:27][C:26]([N:5]2[CH:6]=[CH:7][C:8]([O:10][CH:11]3[CH2:16][CH2:15][N:14]([C:17]4[N:22]=[CH:21][C:20]([CH2:23][CH2:24][CH3:25])=[CH:19][N:18]=4)[CH2:13][CH2:12]3)=[CH:9][C:4]2=[O:3])=[CH:31][CH:30]=1)[C:33](=[O:38])[C:34]([CH3:37])([CH3:36])[CH3:35] |f:0.1|. Isolated yield 66.2%. The product is CN(C(C(C)(C)C)=O)C1=CC=C(C=C1)N1C(C=C(C=C1)OC1CCN(CC1)C1=NC=C(C=N1)CCC)=O (N-methyl-N-(4-(2-oxo-4-(1-(5-propylpyrimidin-2-yl)piperidin-4-yloxy)pyridin-1(2H)-yl)phenyl)pivalamide). Conditions: time 1.5 hour. Reported procedure: To a stirring suspension of sodium hydride (9.1 mg, 0.23 mmol), N-(4-(2-oxo-4-(1-(5-propylpyrimidin-2-yl)piperidin-4-yloxy)pyridin-1(2H)-yl)phenyl)pivalamide (15 mg, 0.030 mmol) in DMF (2 mL) was added Methyl iodide (10 μL, 0.16 mmol). The reaction was stirred at room temperature for 1.5 h. The reaction was quenched with H2O and extracted with EtOAc. The organic layer was concentrated in vacuo to a white solid. The solid was purified by flash chromatography (SiO2, 0 to 100% EtOAc in CH2Cl2) to y... The solvent is CN(C)C=O (DMF). Yields the product CC(CC=C)(C)C1=NN=C(S1)NC([C@H](CCC)NC1CC2=C(C=C(C=C2CC1)F)F)=O (2-(S)-(6,8-Difluoro-1,2,3,4-tetrahydro-naphthalen-2-ylamino)-pentanoic acid [5-(1,1-dimethyl-but-3-enyl)-[1,3,4]thiadiazol-2-yl]-amide). As a reaction SMILES: [F:1][C:2]1[CH:3]=[C:4]2[C:9](=[C:10]([F:12])[CH:11]=1)[CH2:8][C:7](=O)[CH2:6][CH2:5]2.Cl.[CH3:15][C:16]([C:21]1[S:25][C:24]([NH:26][C:27](=[O:33])[CH:28]([NH2:32])[CH2:29][CH2:30][CH3:31])=[N:23][N:22]=1)([CH3:20])[CH2:17][CH2:18][CH3:19].C(O[BH-](OC(=O)C)OC(=O)C)(=O)C.[Na+].[BH3-]C#N.[Na+]>ClCCl.CN(C=O)C>[CH3:20][C:16]([C:21]1[S:25][C:24]([NH:26][C:27](=[O:33])[C@@H:28]([NH:32][CH:7]2[CH2:6][CH2:5][C:4]3[C:9](=[C:10]([F:12])[CH:11]=[C:2]([F:1])[CH:3]=3)[CH2:8]2)[CH2:29][CH2:30][CH3:31])=[N:23][N:22]=1)([CH3:15])[CH2:17][CH:18]=[CH2:19] |f:1.2,3.4,5.6|. Reported procedure: A mixture of 6,8-difluoro-3,4-dihydro-1H-naphthalen-2-one (182 mg, 1 mmol), 2-amino-pentanoic acid [5-(1,1-dimethyl-butyl)-[1,3,4]thiadiazol-2-yl]-amide HCl (318 mg, 1.2 mmol), 95% pure sodium triacetoxy borohydride (335 mg, 1.5 mmol) in 7.0 mL of anhydrous dichloromethane and 2 ml of DMF was stirred at rt overnight. The reaction was not complete. The mixture was treated with NaBH3CN (140 mg) and stirred at room temperature for 15 hrs. All starting material and imine intermediate were consumed. ... Reactants: FC=1C=C2CCC(CC2=C(C1)F)=O (6,8-difluoro-3,4-dihydro-1H-naphthalen-2-one), Cl.CC(CCC)(C)C1=NN=C(S1)NC(C(CCC)N)=O (2-amino-pentanoic acid [5-(1,1-dimethyl-butyl)-[1,3,4]thiadiazol-2-yl]-amide HCl), C(C)(=O)O[BH-](OC(C)=O)OC(C)=O.[Na+] (sodium triacetoxy borohydride), [BH3-]C#N.[Na+] (NaBH3CN). The solvent is ClCCl (dichloromethane), CN(C)C=O (DMF). Reaction conditions: time 8 hour. As a reaction SMILES: FC(F)(F)C(O)=O.C(OC([NH:15][C@H:16]([CH2:61][CH2:62][CH2:63][CH2:64][NH:65][C:66](=[O:83])[C@@H:67]([NH:75]C(OC(C)(C)C)=O)[CH2:68][S:69][S:70][C:71]([CH3:74])([CH3:73])[CH3:72])[C:17]([O:19][C@H:20]1[C@@H:24]([OH:25])[C@H:23]([N:26]2[CH:34]=[N:33][C:32]3[C:27]2=[N:28][CH:29]=[N:30][C:31]=3[NH2:35])[O:22][C@H:21]1[CH2:36][O:37][P:38]([O:41][C@H:42]1[CH2:46][C@H:45]([N:47]2[CH:52]=[CH:51][C:50]([NH2:53])=[N:49][C:48]2=[O:54])[O:44][C@@H:43]1[CH2:55][O:56][P:57]([OH:60])([OH:59])=[O:58])([OH:40])=[O:39])=[O:18])=O)(C)(C)C>ClCCl>[NH2:15][C@H:16]([CH2:61][CH2:62][CH2:63][CH2:64][NH:65][C:66](=[O:83])[C@@H:67]([NH2:75])[CH2:68][S:69][S:70][C:71]([CH3:72])([CH3:73])[CH3:74])[C:17]([O:19][C@H:20]1[C@@H:24]([OH:25])[C@H:23]([N:26]2[CH:34]=[N:33][C:32]3[C:27]2=[N:28][CH:29]=[N:30][C:31]=3[NH2:35])[O:22][C@H:21]1[CH2:36][O:37][P:38]([O:41][C@H:42]1[CH2:46][C@H:45]([N:47]2[CH:52]=[CH:51][C:50]([NH2:53])=[N:49][C:48]2=[O:54])[O:44][C@@H:43]1[CH2:55][O:56][P:57]([OH:60])([OH:59])=[O:58])([OH:40])=[O:39])=[O:18]. The solvent is ClCCl (dichloromethane). Yields the product N[C@@H](C(=O)O[C@@H]1[C@@H](O[C@H]([C@@H]1O)N1C2=NC=NC(=C2N=C1)N)COP(=O)(O)O[C@@H]1[C@H](O[C@H](C1)N1C(N=C(C=C1)N)=O)COP(=O)(O)O)CCCCNC([C@H](CSSC(C)(C)C)N)=O ((2S)-(2R,3S,4R,5R)-2-((((((2R,3S,5R)-5-(4-amino-2-oxopyrimidin-1(2H)-yl)-2-((phosphonooxy)methyl)tetrahydrofuran-3-yl)oxy)(hydroxy)phosphoryl)oxy)methyl)-5-(6-amino-9H-purin-9-yl)-4-hydroxytetrahydrofuran-3-yl 2-amino-6-((R)-2-amino-3-(tert-butyldisulfanyl)propanamido)hexanoate). Starting materials: FC(C(=O)O)(F)F (Trifluoroacetic acid), C(C)(C)(C)OC(=O)N[C@@H](C(=O)O[C@@H]1[C@@H](O[C@H]([C@@H]1O)N1C2=NC=NC(=C2N=C1)N)COP(=O)(O)O[C@@H]1[C@H](O[C@H](C1)N1C(N=C(C=C1)N)=O)COP(=O)(O)O)CCCCNC([C@H](CSSC(C)(C)C)NC(=O)OC(C)(C)C)=O ((2S)-(2R,3S,4R,5R)-2-((((((2R,3S,5R)-5-(4-amino-2-oxopyrimidin-1(2H)-yl)-2-((phosphonooxy)methyl)tetrahydrofuran-3-yl)oxy)(hydroxy)phosphoryl)oxy)methyl)-5-(6-amino-9H-purin-9-yl)-4-hydroxytetrahydrofuran-3-yl 2-((tert-butoxycarbonyl)amino)-6-((R)-2-((tert-butoxycarbonyl)amino)-3-(tert-butyldisulfanyl)propanamido)hexanoate), C(C)(C)(C)OC(=O)N[C@@H](C(=O)O[C@@H]1[C@@H](O[C@H]([C@@H]1O)N1C2=NC=NC(=C2N=C1)N)COP(=O)(O)O[C@@H]1[C@H](O[C@H](C1)N1C(N=C(C=C1)N)=O)COP(=O)(O)O)CCCCNC([C@H](CSSC(C)(C)C)NC(=O)OC(C)(C)C)=O ((2S)-(2R,3S,4R,5R)-2-((((((2R,3S,5R)-5-(4-amino-2-oxopyrimidin-1(2H)-yl)-2-((phosphonooxy)methyl)tetrahydrofuran-3-yl)oxy)(hydroxy)phosphoryl)oxy)methyl)-5-(6-amino-9H-purin-9-yl)-4-hydroxytetrahydrofuran-3-yl 2-((tert-butoxycarbonyl)amino)-6-((R)-2-((tert-butoxycarbonyl)amino)-3-(tert-butyldisulfanyl)propanamido)hexanoate). The yield is 93.7%. Procedure details: Trifluoroacetic acid (0.1 mL) was added to a solution of (2S)-(2R,3S,4R,5R)-2-((((((2R,3S,5R)-5-(4-amino-2-oxopyrimidin-1(2H)-yl)-2-((phosphonooxy)methyl)tetrahydrofuran-3-yl)oxy)(hydroxy)phosphoryl)oxy)methyl)-5-(6-amino-9H-purin-9-yl)-4-hydroxytetrahydrofuran-3-yl 2-((tert-butoxycarbonyl)amino)-6-((R)-2-((tert-butoxycarbonyl)amino)-3-(tert-butyldisulfanyl)propanamido)hexanoate (Compound 55) (12 mg, 10.38 μmol) in dichloromethane (0.4 mL) at room temperature, and the mixture was stirred at the ... Run at time 15 minute. Reactants: [BH4-], CO, COc1cc(N2CCN(C(=O)Cn3nc(-c4ccnc(C#N)c4)c(Cl)c3C)CC2)ccc1Cl, [Na+]. The product is COc1cc(N2CCN(C(=O)Cn3nc(-c4ccnc(CN)c4)c(Cl)c3C)CC2)ccc1Cl. As a reaction SMILES: [BH4-:34].[CH3:36][OH:37].[Cl:1][c:2]1[c:3](-[c:26]2[cH:27][c:28]([C:32]#[N:33])[n:29][cH:30][cH:31]2)[n:4][n:5]([CH2:8][C:9](=[O:10])[N:11]2[CH2:12][CH2:13][N:14]([c:17]3[cH:18][c:19]([O:24][CH3:25])[c:20]([Cl:23])[cH:21][cH:22]3)[CH2:15][CH2:16]2)[c:6]1[CH3:7].[Na+:35]>>[Cl:1][c:2]1[c:3](-[c:26]2[cH:27][c:28]([CH2:32][NH2:33])[n:29][cH:30][cH:31]2)[n:4][n:5]([CH2:8][C:9](=[O:10])[N:11]2[CH2:12][CH2:13][N:14]([c:17]3[cH:18][c:19]([O:24][CH3:25])[c:20]([Cl:23])[cH:21][cH:22]3)[CH2:15][CH2:16]2)[c:6]1[CH3:7].